Dataset: the Open Reaction Database (ORD), a public repository of structured organic reaction records. Task: describe an organic reaction: reactants, conditions, products, and yield Starting materials: CC(=O)O, CCOC(=O)c1cn(-c2nc(NC(C)C)c(F)cc2F)c2c(Cl)c(F)c(F)cc2c1=O, Cl. The product is CC(C)Nc1nc(-n2cc(C(=O)O)c(=O)c3cc(F)c(F)c(Cl)c32)c(F)cc1F. RXN SMILES: [CH3:33][C:34](=[O:35])[OH:36].[Cl:2][c:3]1[c:4]([F:32])[c:5]([F:31])[cH:6][c:7]2[c:8](=[O:30])[c:9]([C:25](=[O:26])[O:27][CH2:28][CH3:29])[cH:10][n:11](-[c:13]3[n:14][c:15]([NH:21][CH:22]([CH3:23])[CH3:24])[c:16]([F:20])[cH:17][c:18]3[F:19])[c:12]12.[ClH:1]>>[Cl:2][c:3]1[c:4]([F:32])[c:5]([F:31])[cH:6][c:7]2[c:8](=[O:30])[c:9]([C:25](=[O:26])[OH:27])[cH:10][n:11](-[c:13]3[n:14][c:15]([NH:21][CH:22]([CH3:23])[CH3:24])[c:16]([F:20])[cH:17][c:18]3[F:19])[c:12]12. Reactants: aqueous solution, [OH-].[K+] (KOH), N=1C=C(N2C1C=CC=C2)/C=C/C(=O)OCC ((E)-ethyl 3-(imidazo[1,2-a]pyridin-3-yl)acrylate). Run in CCO.C1CCOC1 (EtOH THF). Run at temperature 50 celsius. The product is N=1C=C(N2C1C=CC=C2)/C=C/C(=O)O ((E)-3-(imidazo[1,2-a]pyridin-3-yl)acrylic acid). As a reaction SMILES: [OH-].[K+].[N:3]1[CH:4]=[C:5](/[CH:12]=[CH:13]/[C:14]([O:16]CC)=[O:15])[N:6]2[CH:11]=[CH:10][CH:9]=[CH:8][C:7]=12>CCO.C1COCC1>[N:3]1[CH:4]=[C:5](/[CH:12]=[CH:13]/[C:14]([OH:16])=[O:15])[N:6]2[CH:11]=[CH:10][CH:9]=[CH:8][C:7]=12 |f:0.1,3.4|. Procedure details: A 1M aqueous solution of KOH (2.2 mL) was added to a solution of (E)-ethyl 3-(imidazo[1,2-a]pyridin-3-yl)acrylate (0.19 g, 0.88 mmol) in EtOH:THF (1:1 v/v) (10 mL). The resulting solution was heated at 50° C. for 3 h. After completion of the reaction the reaction mixture was evaporated and water (10 mL) was added to the residue. This solution was carefully acidified to pH 4 with a 3 M HCl aqueous solution. Since the product, (E)-3-(imidazo[1,2-a]pyridin-3-yl)acrylic acid, was soluble in water, t... Starting materials: NC(CC(C(=O)OCC)C)C1=C(C=CC=C1OC)OC (ethyl 4-amino-4-(2,6-dimethoxyphenyl)-2-methylbutanoate), C1=C(C=CC=2OC3=C(C21)C=CC=C3)C=O (dibenzo[b,d]furan-2-carbaldehyde). The product is C1=C(C=CC=2OC3=C(C21)C=CC=C3)CN3C(C(CC3C3=C(C=CC=C3OC)OC)C)=O (1-(dibenzo[b,d]furan-2-ylmethyl)-5-(2,6-dimethoxyphenyl)-3-methylpyrrolidin-2-one). As a reaction SMILES: [NH2:1][CH:2]([C:11]1[C:16]([O:17][CH3:18])=[CH:15][CH:14]=[CH:13][C:12]=1[O:19][CH3:20])[CH2:3][CH:4]([CH3:10])[C:5]([O:7]CC)=O.[CH:21]1[C:29]2[C:28]3[CH:30]=[CH:31][CH:32]=[CH:33][C:27]=3[O:26][C:25]=2[CH:24]=[CH:23][C:22]=1[CH:34]=O>>[CH:21]1[C:29]2[C:28]3[CH:30]=[CH:31][CH:32]=[CH:33][C:27]=3[O:26][C:25]=2[CH:24]=[CH:23][C:22]=1[CH2:34][N:1]1[CH:2]([C:11]2[C:12]([O:19][CH3:20])=[CH:13][CH:14]=[CH:15][C:16]=2[O:17][CH3:18])[CH2:3][CH:4]([CH3:10])[C:5]1=[O:7]. Procedure details: Prepared according to the described general procedure 2 (GP2) by reaction of ethyl 4-amino-4-(2,6-dimethoxyphenyl)-2-methylbutanoate with commercially available dibenzo[b,d]furan-2-carbaldehyde. Subsequent purification by preparative HPLC afforded the target compound. LC-MS (conditions A): tR=0.96 min.; [M+H]+: 416.03 g/mol. Reactants: COC(=O)c1cc([N+](=O)[O-])ccc1Br, O=C([O-])[O-], OB(O)c1ccccc1OCc1ccccc1, CCOCC, CCOC(C)=O, CN(C)C=O, [Cs+], [Cs+], O. Yields the product COC(=O)c1cc([N+](=O)[O-])ccc1-c1ccccc1OCc1ccccc1. RXN SMILES: [Br:18][c:19]1[c:20]([C:21](=[O:22])[O:23][CH3:24])[cH:25][c:26]([N+:29](=[O:30])[O-:31])[cH:27][cH:28]1.[C:32](=[O:33])([O-:34])[O-:35].[CH2:1]([c:2]1[cH:3][cH:4][cH:5][cH:6][cH:7]1)[O:8][c:9]1[c:10]([B:15]([OH:16])[OH:17])[cH:11][cH:12][cH:13][cH:14]1.[CH2:50]([O:51][CH2:52][CH3:53])[CH3:54].[CH3:38][CH2:39][O:40][C:41](=[O:42])[CH3:43].[CH3:44][N:45]([CH3:46])[CH:47]=[O:48].[Cs+:36].[Cs+:37].[OH2:49]>>[CH2:1]([c:2]1[cH:3][cH:4][cH:5][cH:6][cH:7]1)[O:8][c:9]1[c:10](-[c:19]2[c:20]([C:21](=[O:22])[O:23][CH3:24])[cH:25][c:26]([N+:29](=[O:30])[O-:31])[cH:27][cH:28]2)[cH:11][cH:12][cH:13][cH:14]1. Starting materials: Cc1ccc2c(O)cc(C(=O)O)nc2c1, [K+], [Na+], [OH-], [OH-], O=P(Cl)(Cl)Cl. Product: Cc1ccc2c(Cl)cc(C(=O)O)nc2c1. As a reaction SMILES: [C:1](=[O:2])([OH:3])[c:4]1[n:5][c:6]2[cH:7][c:8]([CH3:15])[cH:9][cH:10][c:11]2[c:12]([OH:14])[cH:13]1.[K+:19].[Na+:17].[OH-:16].[OH-:18].[P:20]([Cl:21])([Cl:22])([Cl:23])=[O:24]>>[C:1](=[O:2])([OH:3])[c:4]1[n:5][c:6]2[cH:7][c:8]([CH3:15])[cH:9][cH:10][c:11]2[c:12]([Cl:22])[cH:13]1. Starting materials: [OH-].[Na+] (NaOH), COCCOC=1C=C2CC(C(C2=CC1OCCOC)=O)=NO (5,6-Bis-(2-methoxy-ethoxy)-indan-1,2-dione 2-oxime), C1(=CC=C(C=C1)S(=O)(=O)Cl)C (p-Toluenesulfonyl chloride). Run in O (H2O). Reaction conditions: temperature 50 celsius. Product: C(#N)CC1=C(C(=O)O)C=C(C(=C1)OCCOC)OCCOC (2-Cyanomethyl-4,5-bis-(2-methoxy-ethoxy)-benzoic acid). Isolated yield 0.1%. As a reaction SMILES: [OH-].[Na+].[CH3:3][O:4][CH2:5][CH2:6][O:7][C:8]1[CH:9]=[C:10]2[C:14](=[CH:15][C:16]=1[O:17][CH2:18][CH2:19][O:20][CH3:21])[C:13](=[O:22])[C:12](=[N:23]O)[CH2:11]2.C1(C)C=CC(S(Cl)(=O)=[O:32])=CC=1>O>[C:12]([CH2:11][C:10]1[CH:9]=[C:8]([O:7][CH2:6][CH2:5][O:4][CH3:3])[C:16]([O:17][CH2:18][CH2:19][O:20][CH3:21])=[CH:15][C:14]=1[C:13]([OH:22])=[O:32])#[N:23] |f:0.1|. Reported procedure: To a solution of NaOH (0.55 g, 13.64 mmol) in H2O (10 ml) was added 5,6-Bis-(2-methoxy-ethoxy)-indan-1,2-dione 2-oxime (1.11 g, 3.59 mmol), and the mixture was heated to 50° C. Then p-Toluenesulfonyl chloride (0.89 g, 4.66 mmol) was added in portions to the mixture, and then the mixture was heated at 80° C. for 15 min. After cooling careful to room temperature, the precipitate (a little) was filtered off, the filtrate was acidified by concentrated HCl to PH=3-4. The precipitate was collected and... Reactants: C(C)N(C(=O)[C@@H]1[C@]2(CC(=O)O)[C@@H](CC1)[C@@H]1CN(C3=CC(C=C[C@]3(C)[C@H]1CC2)=O)C(C)(C)C)CC (17β-N,N-diethylcarbamoyl-6-t-butylcarboxy-6-azaandrost-1,4-dien-3-one), FC(C(=O)O)(F)F (trifluoroacetic acid), diethyl ether hexanes 17β-N,N-diethylcarbamoyl-6-azaandrost-1,4-dien-3-one. Product: C(C)N(C(=O)[C@@H]1[C@]2(C)[C@@H](CC1)[C@@H]1CNC3=CC(C=C[C@]3(C)[C@H]1CC2)=O)CC (17β-N,N-Diethylcarbamoyl-6-azaandrost-1,4-dien-3-one). As a reaction SMILES: [CH2:1]([N:3]([CH2:33][CH3:34])[C:4]([C@H:6]1[CH2:14][CH2:13][C@H:12]2[C@H:15]3[C@H:25]([CH2:26][CH2:27][C@:7]12[CH2:8]C(O)=O)[C@:23]1([CH3:24])[C:18](=[CH:19][C:20](=[O:28])[CH:21]=[CH:22]1)[N:17](C(C)(C)C)[CH2:16]3)=[O:5])[CH3:2].FC(F)(F)C(O)=O>>[CH2:33]([N:3]([CH2:1][CH3:2])[C:4]([C@H:6]1[CH2:14][CH2:13][C@H:12]2[C@H:15]3[C@H:25]([CH2:26][CH2:27][C@:7]12[CH3:8])[C@:23]1([CH3:24])[C:18](=[CH:19][C:20](=[O:28])[CH:21]=[CH:22]1)[NH:17][CH2:16]3)=[O:5])[CH3:34]. Procedure details: A sample of 17β-N,N-diethylcarbamoyl-6-t-butylcarboxy-6-azaandrost-1,4-dien-3-one (188 mg, 0.400 mmol), prepared in part B above, is treated with trifluoroacetic acid as described in Example 4 above to give, after trituration with diethyl ether/hexanes 17β-N,N-diethylcarbamoyl-6-azaandrost-1,4-dien-3-one as a pale yellow solid; yield: 98 mg (66%); m.p.>250° C. Anal. Calcd. for C23H34N2O2 ·1/2H2O; C, 72.78; H, 9.29; N, 7.38. Found: C, 72.89; H, 9.20; N, 7.43. Starting materials: CNC1CCCCC1NC, CCOC(C)=O, [Cu]I, CN(C)C=O, O=C(O)c1ccccc1I, c1c[nH]nn1. Product: O=C(O)c1ccccc1-n1nccn1. RXN SMILES: [CH3:16][NH:17][CH:18]1[CH2:19][CH2:20][CH2:21][CH2:22][CH:23]1[NH:24][CH3:25].[CH3:31][CH2:32][O:33][C:34]([CH3:35])=[O:36].[Cu:37][I:38].[O:26]=[CH:27][N:28]([CH3:29])[CH3:30].[OH:1][C:2](=[O:3])[c:4]1[cH:5][cH:6][cH:7][cH:8][c:9]1[I:10].[nH:11]1[n:12][n:13][cH:14][cH:15]1>>[OH:1][C:2](=[O:3])[c:4]1[cH:5][cH:6][cH:7][cH:8][c:9]1-[n:12]1[n:11][cH:15][cH:14][n:13]1. Reactants: OC1=CC=C(C(=O)OCC)C=C1 (ethyl 4-hydroxybenzoate), C([O-])([O-])=O.[K+].[K+] (potassium carbonate), BrCC1CCC1 ((bromomethyl)cyclobutane), Cl (HCl), solution, OC1=CC=C(C(=O)OCC)C=C1 (ethyl 4-hydroxybenzoate), [OH-].[Na+] (NaOH), carboxylic acid. Solvent: CC(CC)=O (2-butanone). Conditions: time 8 hour. The product is C1(CCC1)COC1=CC=C(C(=O)O)C=C1 (4-(cyclobutylmethoxy)benzoic acid). Yield: 85.0%. Reaction SMILES: [OH:1][C:2]1[CH:12]=[CH:11][C:5]([C:6]([O:8]CC)=[O:7])=[CH:4][CH:3]=1.C(=O)([O-])[O-].[K+].[K+].Br[CH2:20][CH:21]1[CH2:24][CH2:23][CH2:22]1.[OH-].[Na+].Cl>CC(=O)CC>[CH:21]1([CH2:20][O:1][C:2]2[CH:3]=[CH:4][C:5]([C:6]([OH:8])=[O:7])=[CH:11][CH:12]=2)[CH2:24][CH2:23][CH2:22]1 |f:1.2.3,5.6|. Procedure details: To a stirred solution of ethyl 4-hydroxybenzoate (2.493 g, 15.0 mmol) and potassium carbonate (4.15 g, 30 mmol) in 60 mL of 2-butanone at ambient temperature was added in one portion of (bromomethyl)cyclobutane (97% pure) (2.53 g, 16.5 mmol). The stirred reaction mixture was heated at reflux for 16 hr. HPLC revealed the disappearance of the starting material of ethyl 4-hydroxybenzoate. The mixture was allowed to cool to ambient temperature. The solid was filtered off. The filter cake was washed ...